This data is from the Open Reaction Database (ORD), a public repository of structured organic reaction records. The task is: describe an organic reaction: reactants, conditions, products, and yield Reaction SMILES: [CH3:7][c:8]1[cH:9][c:10]2[cH:11][cH:12][nH:13][c:14]2[cH:15][cH:16]1.[Cl:1][C:2](=[O:3])[C:4](=[O:5])[Cl:6]>>[Cl:1][C:2](=[O:3])[C:4](=[O:5])[c:11]1[c:10]2[cH:9][c:8]([CH3:7])[cH:16][cH:15][c:14]2[nH:13][cH:12]1. Starting materials: Cc1ccc2[nH]ccc2c1, O=C(Cl)C(=O)Cl. Product: Cc1ccc2[nH]cc(C(=O)C(=O)Cl)c2c1. Starting materials: CN(C)c1cc2c(cc1C(F)(F)F)NC(=O)CC(c1cccc(-c3ccc(S(=O)(=O)NC(C)(C)C)cc3)c1)=N2, O=C(O)C(F)(F)F. The product is CN(C)c1cc2c(cc1C(F)(F)F)NC(=O)CC(c1cccc(-c3ccc(S(N)(=O)=O)cc3)c1)=N2. Reaction SMILES: [C:1]([CH3:2])([CH3:3])([CH3:4])[NH:5][S:6](=[O:7])(=[O:8])[c:9]1[cH:10][cH:11][c:12](-[c:15]2[cH:16][c:17]([C:21]3=[N:27][c:26]4[c:25]([cH:31][c:30]([C:32]([F:33])([F:34])[F:35])[c:29]([N:36]([CH3:37])[CH3:38])[cH:28]4)[NH:24][C:23](=[O:39])[CH2:22]3)[cH:18][cH:19][cH:20]2)[cH:13][cH:14]1.[F:40][C:41]([F:42])([F:43])[C:44]([OH:45])=[O:46]>>[NH2:5][S:6](=[O:7])(=[O:8])[c:9]1[cH:10][cH:11][c:12](-[c:15]2[cH:16][c:17]([C:21]3=[N:27][c:26]4[c:25]([cH:31][c:30]([C:32]([F:33])([F:34])[F:35])[c:29]([N:36]([CH3:37])[CH3:38])[cH:28]4)[NH:24][C:23](=[O:39])[CH2:22]3)[cH:18][cH:19][cH:20]2)[cH:13][cH:14]1. Starting materials: C(C)(C)(C)OC(=O)NC(CC(=O)OCC)CCCCCCCCCCC(CC(=O)OCC)C(=O)O (Diethyl 2-t-butoxycarbonylamino-13-carboxy-1,14-tetradecanedicarboxylate), C(Cl)Cl (methylene chloride). Reaction conditions: time 2.5 hour. The product is Cl.NC(CC(=O)OCC)CCCCCCCCCCC(CC(=O)OCC)C(=O)O (diethyl 2-amino-13-carboxy-1,14-tetradecanedicarboxylate hydrochloride). As a reaction SMILES: C(OC([NH:8][CH:9]([CH2:16][CH2:17][CH2:18][CH2:19][CH2:20][CH2:21][CH2:22][CH2:23][CH2:24][CH2:25][CH:26]([C:33]([OH:35])=[O:34])[CH2:27][C:28]([O:30][CH2:31][CH3:32])=[O:29])[CH2:10][C:11]([O:13][CH2:14][CH3:15])=[O:12])=O)(C)(C)C.C(Cl)[Cl:37]>>[ClH:37].[NH2:8][CH:9]([CH2:16][CH2:17][CH2:18][CH2:19][CH2:20][CH2:21][CH2:22][CH2:23][CH2:24][CH2:25][CH:26]([C:33]([OH:35])=[O:34])[CH2:27][C:28]([O:30][CH2:31][CH3:32])=[O:29])[CH2:10][C:11]([O:13][CH2:14][CH3:15])=[O:12] |f:2.3|. Procedure: Diethyl 2-t-butoxycarbonylamino-13-carboxy-1,14-tetradecanedicarboxylate (3.98 g, 8.40 mmol) is dissolved in methylene chloride (150.0 mL), and hydrogen chloride gas is bubbled through the solution for 15 minutes. The sealed reaction is stirred for 2.5 hours, and then the solvent is evaporated to give diethyl 2-amino-13-carboxy-1,14-tetradecanedicarboxylate hydrochloride. Yield: 102.5%. Reagents/catalysts: C=1C=CC(=CC1)[P](C=2C=CC=CC2)(C=3C=CC=CC3)[Pd]([P](C=4C=CC=CC4)(C=5C=CC=CC5)C=6C=CC=CC6)([P](C=7C=CC=CC7)(C=8C=CC=CC8)C=9C=CC=CC9)[P](C=1C=CC=CC1)(C=1C=CC=CC1)C=1C=CC=CC1 (Pd(PPh3)4). Yields the product C(C)C1=NC(=CC=C1OC1=CC(=NC=C1)C=1C=NN(C1)C)[N+](=O)[O-] (2-ethyl-3-((2-(1-methyl-1H-pyrazol-4-yl)pyridin-4-yl)oxy)-6-nitropyridine). Conditions: temperature 80 celsius, time 24 hour. Reported procedure: 3-((2-chloropyridin-4-yl)oxy)-2-ethyl-6-nitropyridine (1.0 g, 3.6 mmol) and 1-methyl-4-(4,4,5,5-tetramethyl-1,3,2-dioxaborolan-2-yl)-1H-pyrazole (1.0 g, 4.6 mmol) were dissolved in dioxane (10 mL). A solution of K2CO3 (1.5 g, 10.6 mmol) in water (2 mL) was added and the mixture was sonicated and sparged with Ar for 10 min. Pd(PPh3)4 (0.21 g, 0.18 mmol) was added and the reaction mixture was stirred at 80° C. for 24 h. EtOAc (60 mL) was added and the mixture was washed with sat. NaHCO3 (aq) (60 m... Starting materials: C(=O)([O-])[O-].[K+].[K+] (K2CO3), CCOC(=O)C (EtOAc), ClC1=NC=CC(=C1)OC=1C(=NC(=CC1)[N+](=O)[O-])CC (3-((2-chloropyridin-4-yl)oxy)-2-ethyl-6-nitropyridine), CN1N=CC(=C1)B1OC(C(O1)(C)C)(C)C (1-methyl-4-(4,4,5,5-tetramethyl-1,3,2-dioxaborolan-2-yl)-1H-pyrazole). Run in O (water), O1CCOCC1 (dioxane). As a reaction SMILES: Cl[C:2]1[CH:7]=[C:6]([O:8][C:9]2[C:10]([CH2:18][CH3:19])=[N:11][C:12]([N+:15]([O-:17])=[O:16])=[CH:13][CH:14]=2)[CH:5]=[CH:4][N:3]=1.[CH3:20][N:21]1[CH:25]=[C:24](B2OC(C)(C)C(C)(C)O2)[CH:23]=[N:22]1.C([O-])([O-])=O.[K+].[K+].CCOC(C)=O>O1CCOCC1.O.C1C=CC([P]([Pd]([P](C2C=CC=CC=2)(C2C=CC=CC=2)C2C=CC=CC=2)([P](C2C=CC=CC=2)(C2C=CC=CC=2)C2C=CC=CC=2)[P](C2C=CC=CC=2)(C2C=CC=CC=2)C2C=CC=CC=2)(C2C=CC=CC=2)C2C=CC=CC=2)=CC=1>[CH2:18]([C:10]1[C:9]([O:8][C:6]2[CH:5]=[CH:4][N:3]=[C:2]([C:24]3[CH:23]=[N:22][N:21]([CH3:20])[CH:25]=3)[CH:7]=2)=[CH:14][CH:13]=[C:12]([N+:15]([O-:17])=[O:16])[N:11]=1)[CH3:19] |f:2.3.4,^1:57,59,78,97|.